From a dataset of the Open Reaction Database (ORD), a public repository of structured organic reaction records. describe an organic reaction: reactants, conditions, products, and yield Starting materials: C(C1=CC=CC=C1)OC(C1=C(C=C(C(=C1)C(=C)C)OCC1=CC=CC=C1)OCC1=CC=CC=C1)=O (2,4-bis-benzyloxy-5-isopropenyl-benzoic acid benzyl ester), [OH-].[Li+] (lithium hydroxide), Cl (HCl). Run in O (water), C1CCOC1.CO.O (THF MeOH water). Conditions: temperature 50 celsius, time 1 hour. Yields the product C(C1=CC=CC=C1)OC1=C(C(=O)O)C=C(C(=C1)OCC1=CC=CC=C1)C(=C)C (2,4-bis-benzyloxy-5-isopropenyl-benzoic acid). The yield is 81.4%. Reaction SMILES: C([O:8][C:9](=[O:35])[C:10]1[CH:15]=[C:14]([C:16]([CH3:18])=[CH2:17])[C:13]([O:19][CH2:20][C:21]2[CH:26]=[CH:25][CH:24]=[CH:23][CH:22]=2)=[CH:12][C:11]=1[O:27][CH2:28][C:29]1[CH:34]=[CH:33][CH:32]=[CH:31][CH:30]=1)C1C=CC=CC=1.[OH-].[Li+].Cl>C1COCC1.CO.O.O>[CH2:28]([O:27][C:11]1[CH:12]=[C:13]([O:19][CH2:20][C:21]2[CH:26]=[CH:25][CH:24]=[CH:23][CH:22]=2)[C:14]([C:16]([CH3:18])=[CH2:17])=[CH:15][C:10]=1[C:9]([OH:35])=[O:8])[C:29]1[CH:30]=[CH:31][CH:32]=[CH:33][CH:34]=1 |f:1.2,4.5.6|. Reported procedure: To a solution of 2,4-bis-benzyloxy-5-isopropenyl-benzoic acid benzyl ester (40.8 g, 87.9 mmol) in THF-MeOH-water (3:1:1, 300 mL total) was added lithium hydroxide (8.42 g, 352 mmol). The mixture was heated at 50° C. for 16 h, allowed to cool to ambient and then diluted with water (300 mL). The mixture was taken to pH˜1 using conc. HCl (−30 mL) and then extracted with EtOAc (2×200 mL). The combined organic extracts were washed with brine, dried (MgSO4), filtered and reduced in vacuo. The solid re... The reactants are CC(C)COC(=O)C1(C#N)CC2C=CC1C2, CCO, CCCCCC, [K+], [OH-], O, c1ccccc1. Product: N#CC1(C(=O)O)CC2C=CC1C2. As a reaction SMILES: [C:1](#[N:2])[C:3]1([C:10](=[O:11])[O:12][CH2:13][CH:14]([CH3:15])[CH3:16])[CH:4]2[CH:5]=[CH:6][CH:7]([CH2:8]1)[CH2:9]2.[CH3:17][CH2:18][OH:19].[CH3:23][CH2:24][CH2:25][CH2:26][CH2:27][CH3:28].[K+:21].[OH-:20].[OH2:22].[cH:29]1[cH:30][cH:31][cH:32][cH:33][cH:34]1>>[C:1](#[N:2])[C:3]1([C:10](=[O:11])[OH:12])[CH:4]2[CH:5]=[CH:6][CH:7]([CH2:8]1)[CH2:9]2. The reactants are [Br-], O=C(O)CC1CCn2c1c(Sc1ccc(Cl)cc1)c1c(Br)cc(F)cc12, C1CCOC1, C[Mg+], [Li]CCCC, CCCCCC, CCC=O. The product is CCC(O)c1cc(F)cc2c1c(Sc1ccc(Cl)cc1)c1n2CCC1CC(=O)O. Reaction SMILES: [Br-:27].[Br:1][c:2]1[c:3]2[c:4]([S:19][c:20]3[cH:21][cH:22][c:23]([Cl:26])[cH:24][cH:25]3)[c:5]3[n:6]([c:7]2[cH:8][c:9]([F:11])[cH:10]1)[CH2:12][CH2:13][CH:14]3[CH2:15][C:16](=[O:17])[OH:18].[CH2:45]1[O:46][CH2:47][CH2:48][CH2:49]1.[CH3:28][Mg+:29].[CH3:30][CH2:31][CH2:32][CH2:33][Li:34].[CH3:35][CH2:36][CH2:37][CH2:38][CH2:39][CH3:40].[CH:41]([CH2:42][CH3:43])=[O:44]>>[c:2]1([CH:41]([CH2:42][CH3:43])[OH:44])[c:3]2[c:4]([S:19][c:20]3[cH:21][cH:22][c:23]([Cl:26])[cH:24][cH:25]3)[c:5]3[n:6]([c:7]2[cH:8][c:9]([F:11])[cH:10]1)[CH2:12][CH2:13][CH:14]3[CH2:15][C:16](=[O:17])[OH:18].